describe an organic reaction: reactants, conditions, products, and yield From a dataset of the Open Reaction Database (ORD), a public repository of structured organic reaction records. The reactants are CN1N=C(C=C1N)C1=NC=CC=C1 (1-methyl-3-(2-pyridyl)pyrazol-5-amine), BrC1=CC(=C(C=O)C=C1)Cl (4-bromo-2-chloro-benzaldehyde), C(CS)(=O)O (thioglycolic acid). Solvent: C(C)#N (acetonitrile). Reaction conditions: temperature 150 celsius. Yields the product BrC1=CC(=C(C=C1)C1C2=C(NC(CS1)=O)N(N=C2C2=NC=CC=C2)C)Cl (4-(4-bromo-2-chloro-phenyl)-1-methyl-3-(2-pyridyl)-4,8-dihydropyrazolo[3,4-e][1,4]thiazepin-7-one). The yield is 70.3%. As a reaction SMILES: [CH3:1][N:2]1[C:6]([NH2:7])=[CH:5][C:4]([C:8]2[CH:13]=[CH:12][CH:11]=[CH:10][N:9]=2)=[N:3]1.[Br:14][C:15]1[CH:22]=[CH:21][C:18]([CH:19]=O)=[C:17]([Cl:23])[CH:16]=1.[C:24](O)(=[O:27])[CH2:25][SH:26]>C(#N)C>[Br:14][C:15]1[CH:22]=[CH:21][C:18]([CH:19]2[S:26][CH2:25][C:24](=[O:27])[NH:7][C:6]3[N:2]([CH3:1])[N:3]=[C:4]([C:8]4[CH:13]=[CH:12][CH:11]=[CH:10][N:9]=4)[C:5]2=3)=[C:17]([Cl:23])[CH:16]=1. Reported procedure: A mixture of 1-methyl-3-(2-pyridyl)pyrazol-5-amine (1.6 g, 9.2 mmol), 4-bromo-2-chloro-benzaldehyde (2.0 g, 9.1 mmol, Apollo Scientific), and thioglycolic acid (3.4 g, 37 mmol) in acetonitrile (20 mL) was heated, in a sealed microwave vessel, for about 20 min, at about 150° C., in a microwave. After cooling to rt the precipitated solid was collected by filtration and washed with acetonitrile (4 mL) to afford 4-(4-bromo-2-chloro-phenyl)-1-methyl-3-(2-pyridyl)-4,8-dihydropyrazolo[3,4-e][1,4]thiaze...